Dataset: the Open Reaction Database (ORD), a public repository of structured organic reaction records. Task: describe an organic reaction: reactants, conditions, products, and yield Starting materials: C(CCCCCCCCC=C)=O (10-undecenal), di-μ-chlorodichlorobis(ethylene)-diplatinum (II), C(C)O[SiH](OCC)OCC (triethoxysilane). Solvent: C(Cl)Cl (methylene chloride), C(Cl)Cl (methylene chloride). Product: C(C)O[Si](CCCCCCCCCCC=O)(OCC)OCC (11-triethoxysilylundecanal). Yield: 30.0%. Reaction SMILES: [CH:1](=[O:12])[CH2:2][CH2:3][CH2:4][CH2:5][CH2:6][CH2:7][CH2:8][CH2:9][CH:10]=[CH2:11].[CH2:13]([O:15][SiH:16]([O:20][CH2:21][CH3:22])[O:17][CH2:18][CH3:19])[CH3:14]>C(Cl)Cl>[CH2:13]([O:15][Si:16]([O:20][CH2:21][CH3:22])([O:17][CH2:18][CH3:19])[CH2:11][CH2:10][CH2:9][CH2:8][CH2:7][CH2:6][CH2:5][CH2:4][CH2:3][CH2:2][CH:1]=[O:12])[CH3:14]. Procedure details: To a solution of 16.8 g 10-undecenal in 25 ml methylene chloride, crystals of di-μ-chlorodichlorobis(ethylene)-diplatinum (II) were added and the solution heated to 40°-45° C. A solution of 16.4 g triethoxysilane in 25 ml methylene chloride was added dropwise over a period of 90 minutes. After reagent addition was completed, the rection mixture was heated for an additional 30 minutes. The mixture was fractionated and the product, 11-triethoxysilylundecanal (I) was obtained at 65° C. at 0.2 mm Hg... Starting materials: N1=C(C=CC=C1)C1=C2CCNCC2=CC=C1 (5-(pyridin-2-yl)-1,2,3,4-tetrahydroisoquinoline), BrC=1N=CC(=C2C1NC=C2C(C(=O)O)=O)OC (2-(7-bromo-4-methoxy-1H-pyrrolo[2,3-c]pyridin-3-yl)-2-oxoacetic acid), CCN(C(C)C)C(C)C (Hunig's Base), [B-](F)(F)(F)F.CN(C)C(=[N+](C)C)ON1C2=CC=CC=C2N=N1 (o-benzotriazol-1-yl-N,N,N′,N′-tetramethyluronium tetrafluoroborate). The solvent is CN(C)C=O (DMF). Reaction conditions: time 70 hour. Product: BrC=1N=CC(=C2C1NC=C2C(C(=O)N2CC1=CC=CC(=C1CC2)C2=NC=CC=C2)=O)OC (1-(7-bromo-4-methoxy-1H-pyrrolo[2,3-c]pyridin-3-yl)-2-(5-(pyridin-2-yl)-3,4-dihydroisoquinolin-2(1H)-yl)ethane-1,2-dione). Isolated yield 75.3%. Reaction SMILES: [N:1]1[CH:6]=[CH:5][CH:4]=[CH:3][C:2]=1[C:7]1[CH:16]=[CH:15][CH:14]=[C:13]2[C:8]=1[CH2:9][CH2:10][NH:11][CH2:12]2.[Br:17][C:18]1[N:19]=[CH:20][C:21]([O:32][CH3:33])=[C:22]2[C:26]([C:27](=[O:31])[C:28](O)=[O:29])=[CH:25][NH:24][C:23]=12.CCN(C(C)C)C(C)C.[B-](F)(F)(F)F.CN(C(ON1N=NC2C1=CC=CC=2)=[N+](C)C)C>CN(C=O)C>[Br:17][C:18]1[N:19]=[CH:20][C:21]([O:32][CH3:33])=[C:22]2[C:26]([C:27](=[O:31])[C:28]([N:11]3[CH2:10][CH2:9][C:8]4[C:13](=[CH:14][CH:15]=[CH:16][C:7]=4[C:2]4[CH:3]=[CH:4][CH:5]=[CH:6][N:1]=4)[CH2:12]3)=[O:29])=[CH:25][NH:24][C:23]=12 |f:3.4|. Procedure: To a 250 mL flask was added 5-(pyridin-2-yl)-1,2,3,4-tetrahydroisoquinoline (2.250 g, 10.7 mmol) and 2-(7-bromo-4-methoxy-1H-pyrrolo[2,3-c]pyridin-3-yl)-2-oxoacetic acid (2.75 g, 9.19 mmol). The mixture was diluted with DMF (100 mL) and Hunig's Base (16.6 mL, 95 mmol) and o-benzotriazol-1-yl-N,N,N′,N′-tetramethyluronium tetrafluoroborate (4 g, 12.46 mmol) was added to the mixture. The mixture was stirred at rt for 70 h, quenched with water (50 mL) and the solvent removed under reduced pressure. ... Starting materials: C(C1=CC=CC=C1)Br (benzyl bromide), resultant suspension, O[C@H](C(=O)O)[C@@H](C(N[C@@H](CC(C)C)C(NCCC(C)C)=O)=O)O ((2S,3S)-2,3-dihydroxy-3-[(S)-3-methyl-1-(3-methylbutylcarbamoyl)butylcarbamoyl]propionic acid), O (Water), C([O-])(O)=O.[Na+] (sodium bicarbonate). Solvent: CN(C=O)C (dimethylformamide), CN(C=O)C (dimethylformamide). Reaction conditions: time 24 hour. Product: O[C@H](C(=O)OCC1=CC=CC=C1)[C@@H](C(N[C@@H](CC(C)C)C(NCCC(C)C)=O)=O)O (Benzyl (2S,3S)-2,3-dihydroxy-3-[(S)-3-methyl-1-(3-methylbutylcarbamoyl)butylcarbamoyl]propionate). Yield: 63.5%. Reaction SMILES: [OH:1][C@@H:2]([C@H:6]([OH:23])[C:7](=[O:22])[NH:8][C@H:9]([C:14](=[O:21])[NH:15][CH2:16][CH2:17][CH:18]([CH3:20])[CH3:19])[CH2:10][CH:11]([CH3:13])[CH3:12])[C:3]([OH:5])=[O:4].C(=O)(O)[O-].[Na+].[CH2:29](Br)[C:30]1[CH:35]=[CH:34][CH:33]=[CH:32][CH:31]=1.O>CN(C)C=O>[OH:1][C@@H:2]([C@H:6]([OH:23])[C:7](=[O:22])[NH:8][C@H:9]([C:14](=[O:21])[NH:15][CH2:16][CH2:17][CH:18]([CH3:19])[CH3:20])[CH2:10][CH:11]([CH3:12])[CH3:13])[C:3]([O:5][CH2:29][C:30]1[CH:35]=[CH:34][CH:33]=[CH:32][CH:31]=1)=[O:4] |f:1.2|. Reported procedure: (2S,3S)-2,3-dihydroxy-3-[(S)-3-methyl-1-(3-methylbutylcarbamoyl)butylcarbamoyl]propionic acid (1.40 g) obtained in Example 9 and sodium bicarbonate (712 mg) were suspended in dimethylformamide (20 ml). A dimethylformamide (20 ml) solution of benzyl bromide (3.56 g) was added to the resultant suspension, and the suspension was stirred at room temperature for 24 hours. Water was added after the reaction, and then was extracted with ethyl acetate. The organic layer was sequentially washed with wate... As a reaction SMILES: [C:47](=[O:48])([O-:49])[O-:50].[CH3:130][CH2:131][OH:132].[CH3:40][c:41]1[cH:42][cH:43][cH:44][cH:45][cH:46]1.[F:1][C:2]([F:3])([F:4])[S:5]([O:6][C:7]1=[C:8]([C:20](=[O:21])[O:22][CH3:23])[CH2:9][N:10]([C:13](=[O:14])[O:15][C:16]([CH3:17])([CH3:18])[CH3:19])[CH2:11][CH2:12]1)(=[O:24])=[O:25].[F:26][C:27]([O:28][c:29]1[cH:30][cH:31][c:32]([B:35]([OH:36])[OH:37])[cH:33][cH:34]1)([F:38])[F:39].[Na+:51].[Na+:52].[cH:53]1[cH:54][cH:55][c:56]([P:57]([Pd:58]([P:59]([c:60]2[cH:61][cH:62][cH:63][cH:64][cH:65]2)([c:66]2[cH:67][cH:68][cH:69][cH:70][cH:71]2)[c:72]2[cH:73][cH:74][cH:75][cH:76][cH:77]2)([P:78]([c:79]2[cH:80][cH:81][cH:82][cH:83][cH:84]2)([c:85]2[cH:86][cH:87][cH:88][cH:89][cH:90]2)[c:91]2[cH:92][cH:93][cH:94][cH:95][cH:96]2)[P:97]([c:98]2[cH:99][cH:100][cH:101][cH:102][cH:103]2)([c:104]2[cH:105][cH:106][cH:107][cH:108][cH:109]2)[c:110]2[cH:111][cH:112][cH:113][cH:114][cH:115]2)([c:116]2[cH:117][cH:118][cH:119][cH:120][cH:121]2)[c:122]2[cH:123][cH:124][cH:125][cH:126][cH:127]2)[cH:128][cH:129]1>>[C:7]1([c:32]2[cH:31][cH:30][c:29]([O:28][C:27]([F:26])([F:38])[F:39])[cH:34][cH:33]2)=[C:8]([C:20](=[O:21])[O:22][CH3:23])[CH2:9][N:10]([C:13](=[O:14])[O:15][C:16]([CH3:17])([CH3:18])[CH3:19])[CH2:11][CH2:12]1. The product is COC(=O)C1=C(c2ccc(OC(F)(F)F)cc2)CCN(C(=O)OC(C)(C)C)C1. Starting materials: O=C([O-])[O-], CCO, Cc1ccccc1, COC(=O)C1=C(OS(=O)(=O)C(F)(F)F)CCN(C(=O)OC(C)(C)C)C1, OB(O)c1ccc(OC(F)(F)F)cc1, [Na+], [Na+], c1ccc(P(c2ccccc2)(c2ccccc2)[Pd](P(c2ccccc2)(c2ccccc2)c2ccccc2)(P(c2ccccc2)(c2ccccc2)c2ccccc2)P(c2ccccc2)(c2ccccc2)c2ccccc2)cc1.